From a dataset of the Open Reaction Database (ORD), a public repository of structured organic reaction records. describe an organic reaction: reactants, conditions, products, and yield Reported procedure: The title compound is prepared by the procedure of Example 28 using 0.421 g of product from Example 44 and 2.64 ml of methyl iodide. The residue is recrystallized from methyl alcohol to give 0.541 g of the desired product as yellow crystals. The reactants are C(C)(=O)N(C(C1=CC(=C(C=C1)OC)OCCCCCCCCCCCCCC)=O)CC1=NC=CC=C1 (N-Acetyl-4-methoxy-3-(tetradecyloxy)-N-(2-pyridinylmethyl)benzamide), CI (methyl iodide). RXN SMILES: [C:1]([N:4]([CH2:30][C:31]1[CH:36]=[CH:35][CH:34]=[CH:33][N:32]=1)[C:5](=[O:29])[C:6]1[CH:11]=[CH:10][C:9]([O:12][CH3:13])=[C:8]([O:14][CH2:15][CH2:16][CH2:17][CH2:18][CH2:19][CH2:20][CH2:21][CH2:22][CH2:23][CH2:24][CH2:25][CH2:26][CH2:27][CH3:28])[CH:7]=1)(=[O:3])[CH3:2].[CH3:37][I:38]>>[I-:38].[C:1]([N:4]([CH2:30][C:31]1[CH:36]=[CH:35][CH:34]=[CH:33][N+:32]=1[CH3:37])[C:5](=[O:29])[C:6]1[CH:11]=[CH:10][C:9]([O:12][CH3:13])=[C:8]([O:14][CH2:15][CH2:16][CH2:17][CH2:18][CH2:19][CH2:20][CH2:21][CH2:22][CH2:23][CH2:24][CH2:25][CH2:26][CH2:27][CH3:28])[CH:7]=1)(=[O:3])[CH3:2] |f:2.3|. Product: [I-].C(C)(=O)N(C(C1=CC(=C(C=C1)OC)OCCCCCCCCCCCCCC)=O)CC1=[N+](C=CC=C1)C (2-[[Acetyl[4-methoxy-3-(tetradecyloxy)benzoyl]-amino]methyl]-1-methylpyridinium iodide). Starting materials: CN1C(C2(CC1=O)CNC(C2)=O)=O (2-methyl-2,7diazaspiro[4.4]nonane-1,3,8-trione), oil, [H-].[Na+] (sodium hydride), C(C1=CC=CC=C1)Cl (benzyl chloride). Solvent: CN(C=O)C (N,N-dimethylformamide). Reaction conditions: time 1 hour. The product is CN1C(C2(CC1=O)CN(C(C2)=O)CC2=CC=CC=C2)=O (2-methyl-7-(phenylmethyl)-2,7-diazaspiro[4.4]nonane-1,3,8-trione). The yield is 63.9%. As a reaction SMILES: [CH3:1][N:2]1[C:6](=[O:7])[CH2:5][C:4]2([CH2:11][C:10](=[O:12])[NH:9][CH2:8]2)[C:3]1=[O:13].[H-].[Na+].[CH2:16](Cl)[C:17]1[CH:22]=[CH:21][CH:20]=[CH:19][CH:18]=1>CN(C)C=O>[CH3:1][N:2]1[C:6](=[O:7])[CH2:5][C:4]2([CH2:11][C:10](=[O:12])[N:9]([CH2:16][C:17]3[CH:22]=[CH:21][CH:20]=[CH:19][CH:18]=3)[CH2:8]2)[C:3]1=[O:13] |f:1.2|. Reported procedure: A solution of 1.82 g (10 mmol) 2-methyl-2,7diazaspiro[4.4]nonane-1,3,8-trione in 20 ml N,N-dimethylformamide was added gradually under a nitrogen atmosphere to 0.050 g (10.4 mmol) of 50% oil suspension of sodium hydride which had been previously washed twice with toluene and covered with 10 ml N,N-dimethylformamide. After stirring one hour there was added 1.40 g (11 mmol) of benzyl chloride and stirring was continued overnight at room temperature. After concentrating to a small volume in vacuo, ... The reactants are N#CC1CCNCC1, OC(CCl)COc1cccc2ccccc12, Cl, O. The product is N#CC1CCN(CC(O)COc2cccc3ccccc23)CC1, Cl. As a reaction SMILES: [C:17](#[N:18])[CH:19]1[CH2:20][CH2:21][NH:22][CH2:23][CH2:24]1.[Cl:1][CH2:2][CH:3]([CH2:4][O:5][c:6]1[cH:7][cH:8][cH:9][c:10]2[cH:11][cH:12][cH:13][cH:14][c:15]12)[OH:16].[ClH:25].[OH2:26]>>[CH2:2]([CH:3]([CH2:4][O:5][c:6]1[cH:7][cH:8][cH:9][c:10]2[cH:11][cH:12][cH:13][cH:14][c:15]12)[OH:16])[N:22]1[CH2:21][CH2:20][CH:19]([C:17]#[N:18])[CH2:24][CH2:23]1.[ClH:1]. Starting materials: CCCCCCCCCC(CC)C(=O)Cl, Cc1ccc(C(=O)O)cc1N. Yields the product CCCCCCCCCC(CC)C(=O)Nc1cc(C(=O)O)ccc1C. Reaction SMILES: [CH2:1]([CH3:2])[CH:3]([C:4](=[O:5])[Cl:6])[CH2:7][CH2:8][CH2:9][CH2:10][CH2:11][CH2:12][CH2:13][CH2:14][CH3:15].[NH2:16][c:17]1[cH:18][c:19]([C:20](=[O:21])[OH:22])[cH:23][cH:24][c:25]1[CH3:26]>>[CH2:1]([CH3:2])[CH:3]([C:4](=[O:5])[NH:16][c:17]1[cH:18][c:19]([C:20](=[O:21])[OH:22])[cH:23][cH:24][c:25]1[CH3:26])[CH2:7][CH2:8][CH2:9][CH2:10][CH2:11][CH2:12][CH2:13][CH2:14][CH3:15]. Reactants: C(CCCCCCO)O (1,7-heptanediol), S(N)(=O)(=O)Cl (sulfamoyl chloride), oil, [H-].[Na+] (sodium hydride), Cl (hydrochloric acid). The solvent is O1CCCC1 (tetrahydrofuran), O (water), O1CCCC1 (tetrahydrofuran), O1CCCC1 (tetrahydrofuran), O1CCCC1 (tetrahydrofuran), O1CCCC1 (tetrahydrofuran). Product: S(N)(=O)(=O)OCCCCCCCOS(N)(=O)=O (1,7-heptanediol disulfamate). The yield is 63.1%. As a reaction SMILES: [H-].[Na+].[CH2:3]([OH:11])[CH2:4][CH2:5][CH2:6][CH2:7][CH2:8][CH2:9][OH:10].[S:12](Cl)(=[O:15])(=[O:14])[NH2:13].Cl>O1CCCC1.O>[S:12]([O:10][CH2:9][CH2:8][CH2:7][CH2:6][CH2:5][CH2:4][CH2:3][O:11][S:12](=[O:15])(=[O:14])[NH2:13])(=[O:15])(=[O:14])[NH2:13] |f:0.1|. Procedure details: A 57% oil dispersion of sodium hydride (11.8 g, 0.28 mole NaH) was added to 150 ml of tetrahydrofuran. The suspension was stirred and gently heated, and 15.84 g (0.12 mole) of 1,7-heptanediol in 75 ml of tetrahydrofuran was added gradually over a period of 90 minutes. An additional 25 ml of tetrahydrofuran was then added, and the reaction mixture was stirred at reflux for five hours. An additional 150 ml of tetrahydrofuran was added, and to the stirred warm mixture there was added dropwise a sol... Reactants: [Al+3], [H-], [H-], [H-], [H-], [Li+], C1CCOC1, O=C1Nc2ccccc2Cc2ccsc21. Yields the product c1ccc2c(c1)Cc1ccsc1CN2. Reaction SMILES: [Al+3:17].[H-:16].[H-:19].[H-:20].[H-:21].[Li+:18].[O:22]1[CH2:23][CH2:24][CH2:25][CH2:26]1.[s:1]1[cH:2][cH:3][c:4]2[c:5]1[C:6](=[O:15])[NH:7][c:8]1[c:9]([cH:11][cH:12][cH:13][cH:14]1)[CH2:10]2>>[s:1]1[cH:2][cH:3][c:4]2[c:5]1[CH2:6][NH:7][c:8]1[c:9]([cH:11][cH:12][cH:13][cH:14]1)[CH2:10]2. Reactants: COC(C1=C(C(=CC=C1)C)N(C)S(=O)(=O)C1=CC=C(C=C1)OC)=O (2-[(4-Methoxybenzenesulfonyl)-methylamino]-3-methyl-benzoic acid methyl ester), BrN1C(CCC1=O)=O (N-bromosuccinimide), C(C1=CC=CC=C1)(=O)OOC(C1=CC=CC=C1)=O (dibenzoyl peroxide). The solvent is C(Cl)(Cl)(Cl)Cl (carbon tetrachloride). Yields the product COC(C1=C(C(=CC=C1)CBr)N(C)S(=O)(=O)C1=CC=C(C=C1)OC)=O (3-Bromomethyl-2-[(4-methoxybenzenesulfonyl)-methylamino]-benzoic acid methyl ester). Yield: 56.8%. As a reaction SMILES: [CH3:1][O:2][C:3](=[O:24])[C:4]1[CH:9]=[CH:8][CH:7]=[C:6]([CH3:10])[C:5]=1[N:11]([S:13]([C:16]1[CH:21]=[CH:20][C:19]([O:22][CH3:23])=[CH:18][CH:17]=1)(=[O:15])=[O:14])[CH3:12].[Br:25]N1C(=O)CCC1=O.C(OOC(=O)C1C=CC=CC=1)(=O)C1C=CC=CC=1>C(Cl)(Cl)(Cl)Cl>[CH3:1][O:2][C:3](=[O:24])[C:4]1[CH:9]=[CH:8][CH:7]=[C:6]([CH2:10][Br:25])[C:5]=1[N:11]([S:13]([C:16]1[CH:17]=[CH:18][C:19]([O:22][CH3:23])=[CH:20][CH:21]=1)(=[O:15])=[O:14])[CH3:12]. Reported procedure: To a solution of 0.723 g (2.072 mmol) of the product of Example 187 in 70 mL of carbon tetrachloride was added 0.406 g (2.279 mmol) of N-bromosuccinimide and 0.14 g of dibenzoyl peroxide. The resulting mixture was heated to reflux for 18 h and then cooled to room temperature, washed with sodium bisulfite solution and water, dried over MgSO4, filtered and concentrated in vacuo. The residue was titurad with ether/hexanes (1:1) and then filtered to provide 0.504 g (57%) of the desired product as a ... Reactants: FC(S(=O)(=O)OC=1C=CC=2NC=3CCCCC3C2N1)(F)F (2-trifluoromethanesulfonyloxy-6,7,8,9-tetrahydro-5H-pyrido[3,2-b]indole), C1(=CC=CC=C1)[Sn](C)(C)C (phenyltrimethyltin), [Cl-].[Li+] (lithium chloride), C(C)(C)(C)C1=C(C(=CC(=C1)C)C(C)(C)C)O (2,6-di-tert-butyl-4-methylphenol). The reagents and catalysts are C=1C=CC(=CC1)[P](C=2C=CC=CC2)(C=3C=CC=CC3)[Pd]([P](C=4C=CC=CC4)(C=5C=CC=CC5)C=6C=CC=CC6)([P](C=7C=CC=CC7)(C=8C=CC=CC8)C=9C=CC=CC9)[P](C=1C=CC=CC1)(C=1C=CC=CC1)C=1C=CC=CC1 (tetrakis(triphenylphosphine)palladium(0)). Solvent: O1CCOCC1 (1,4-dioxane), CCOCC (ether). Yields the product C1(=CC=CC=C1)C=1C=CC=2NC=3CCCCC3C2N1 (2-phenyl-6,7,8,9-tetrahydro-5H-pyrido[3,2-b]indole). RXN SMILES: FC(F)(F)S(O[C:7]1[CH:8]=[CH:9][C:10]2[NH:11][C:12]3[CH2:13][CH2:14][CH2:15][CH2:16][C:17]=3[C:18]=2[N:19]=1)(=O)=O.[C:22]1([Sn](C)(C)C)[CH:27]=[CH:26][CH:25]=[CH:24][CH:23]=1.[Cl-].[Li+].C(C1C=C(C)C=C(C(C)(C)C)C=1O)(C)(C)C>O1CCOCC1.C1C=CC([P]([Pd]([P](C2C=CC=CC=2)(C2C=CC=CC=2)C2C=CC=CC=2)([P](C2C=CC=CC=2)(C2C=CC=CC=2)C2C=CC=CC=2)[P](C2C=CC=CC=2)(C2C=CC=CC=2)C2C=CC=CC=2)(C2C=CC=CC=2)C2C=CC=CC=2)=CC=1.CCOCC>[C:22]1([C:7]2[CH:8]=[CH:9][C:10]3[NH:11][C:12]4[CH2:13][CH2:14][CH2:15][CH2:16][C:17]=4[C:18]=3[N:19]=2)[CH:27]=[CH:26][CH:25]=[CH:24][CH:23]=1 |f:2.3,^1:59,61,80,99|. Procedure: A mixture of 2-trifluoromethanesulfonyloxy-6,7,8,9-tetrahydro-5H-pyrido[3,2-b]indole (99 mg, 0.31 mmol), phenyltrimethyltin (300 mg, 1.24 mmol), lithium chloride (40 mg, 0.93 mmol), tetrakis(triphenylphosphine)palladium(0) (7 mg, 0.02 mol. eq.) and a crystal of 2,6-di-tert-butyl-4-methylphenol in 1,4-dioxane (2 mL) were refluxed for 10 hours under an atmosphere of nitrogen. The mixture was cooled and poured into ether and filtered through celite. The ether was extracted with 15% hydrochloric aci... Reactants: F[B-](F)(F)F, CC1CCCCN1CCCOc1ccc(N2CCNCC2)cc1, CCN(C(C)C)C(C)C, Cn1cc(C(=O)O)c2cc(F)ccc21, CN(C)C=O, CN(C)C(On1nnc2ccccc21)=[N+](C)C. Yields the product CC1CCCCN1CCCOc1ccc(N2CCN(C(=O)c3cn(C)c4ccc(F)cc34)CC2)cc1. As a reaction SMILES: [B-:15]([F:16])([F:17])([F:18])[F:19].[CH3:37][CH:38]1[N:39]([CH2:44][CH2:45][CH2:46][O:47][c:48]2[cH:49][cH:50][c:51]([N:54]3[CH2:55][CH2:56][NH:57][CH2:58][CH2:59]3)[cH:52][cH:53]2)[CH2:40][CH2:41][CH2:42][CH2:43]1.[CH:65]([N:66]([CH:67]([CH3:68])[CH3:69])[CH2:70][CH3:71])([CH3:72])[CH3:73].[F:1][c:2]1[cH:3][c:4]2[c:5]([C:12](=[O:13])[OH:14])[cH:6][n:7]([CH3:11])[c:8]2[cH:9][cH:10]1.[O:60]=[CH:61][N:62]([CH3:63])[CH3:64].[n:20]1([O:21][C:22]([N:23]([CH3:24])[CH3:25])=[N+:26]([CH3:27])[CH3:28])[c:29]2[cH:30][cH:31][cH:32][cH:33][c:34]2[n:35][n:36]1>>[F:1][c:2]1[cH:3][c:4]2[c:5]([C:12](=[O:14])[N:57]3[CH2:56][CH2:55][N:54]([c:51]4[cH:50][cH:49][c:48]([O:47][CH2:46][CH2:45][CH2:44][N:39]5[CH:38]([CH3:37])[CH2:43][CH2:42][CH2:41][CH2:40]5)[cH:53][cH:52]4)[CH2:59][CH2:58]3)[cH:6][n:7]([CH3:11])[c:8]2[cH:9][cH:10]1.